This data is from the Open Reaction Database (ORD), a public repository of structured organic reaction records. The task is: describe an organic reaction: reactants, conditions, products, and yield Product: C(CCCC)(=O)OCCC1=CC=C(C=C1)N1C(=NC2=C1C=C(C=C2)F)CCCC (2-[4-(2-butyl-6-fluoro-1H-benzimidazol-1-yl)phenyl]ethyl pentanoate). Reactants: NC1=C(NC2=CC=C(C=C2)CCO)C=C(C=C1)F (2-[4-(2-Amino-5-fluoroanilino)phenyl]ethanol), C(CCCC)(=O)Cl (pentanoyl chloride). As a reaction SMILES: [NH2:1][C:2]1[CH:17]=[CH:16][C:15]([F:18])=[CH:14][C:3]=1[NH:4][C:5]1[CH:10]=[CH:9][C:8]([CH2:11][CH2:12][OH:13])=[CH:7][CH:6]=1.[C:19](Cl)(=[O:24])[CH2:20][CH2:21][CH2:22][CH3:23]>>[C:19]([O:13][CH2:12][CH2:11][C:8]1[CH:9]=[CH:10][C:5]([N:4]2[C:3]3[CH:14]=[C:15]([F:18])[CH:16]=[CH:17][C:2]=3[N:1]=[C:14]2[CH2:3][CH2:2][CH2:17][CH3:16])=[CH:6][CH:7]=1)(=[O:24])[CH2:20][CH2:21][CH2:22][CH3:23]. Procedure: The title compound was prepared according to the procedure described in step 5 of Example 1 from 2-[4-(2-amino-5-fluoroanilino)phenyl]ethanol (step 2) and pentanoyl chloride. Reactants: C(C(C)C)(=O)Cl (isobutyryl chloride), ice, Cl.NCC1=NC=C(C(=O)OC)C=C1 (methyl 6-(aminomethyl)nicotinate hydrochloride), C(C)N(C(C)C)C(C)C (N-ethyl-N-isopropylpropan-2-amine). Run in C(Cl)Cl (DCM), C(Cl)Cl (DCM). The product is C(C(C)C)(=O)NCC1=NC=C(C(=O)OC)C=C1 (Methyl 6-[(isobutyrylamino)methyl]nicotinate). Isolated yield 100.0%. Reaction SMILES: Cl.[NH2:2][CH2:3][C:4]1[CH:13]=[CH:12][C:7]([C:8]([O:10][CH3:11])=[O:9])=[CH:6][N:5]=1.C(N(C(C)C)C(C)C)C.[C:23](Cl)(=[O:27])[CH:24]([CH3:26])[CH3:25]>C(Cl)Cl>[C:23]([NH:2][CH2:3][C:4]1[CH:13]=[CH:12][C:7]([C:8]([O:10][CH3:11])=[O:9])=[CH:6][N:5]=1)(=[O:27])[CH:24]([CH3:26])[CH3:25] |f:0.1|. Procedure details: To an ice-cold suspension of methyl 6-(aminomethyl)nicotinate hydrochloride (1.00 g, 4.18 mmol) and N-ethyl-N-isopropylpropan-2-amine (1.89 g, 2.55 mL, 14.6 mmol) in DCM (10 mL) was added dropwise a solution of isobutyryl chloride (535 mg, 526 μL, 5.02 mmol) in DCM (3 mL). The reaction mixture was allowed to warm to room temperature, washed with water (5 mL), 10% aqueous citric acid solution (5 mL), saturated aqueous sodium bicarbonate solution (5 mL), brine (5 mL), dried over magnesium sulfate,... Starting materials: resultant solution, [I-].C[N+]1=C(C=CC=C1)C (1,2-dimethyl pyridinium iodide), COC(COC=1C=C(C=O)C=CC1)OC (m-(2,2-dimethoxyethoxy)-benzaldehyde). Run in CO (methanol). Reagents/catalysts: N1CCCCC1 (piperidine). The product is [I-].C[N+]1=C(C=CC=C1)C=CC1=CC(=CC=C1)OCC(OC)OC (1-methyl-2-[m-(2,2-dimethoxyethoxy)-styryl]pyridinium iodide). Procedure: In 6 ml of methanol, 1.50 g of 1,2-dimethyl pyridinium iodide and 1.50 g of m-(2,2-dimethoxyethoxy)-benzaldehyde were dissolved. The resultant solution, with two drops of piperidine added thereto, was refluxed for five hours and thereafter cooled off. Consequently, crystals were deposited. When the crystals were collected and washed thoroughly with acetone, there was obtained 2.34 g of 1-methyl-2-[m-(2,2-dimethoxyethoxy)-styryl]pyridinium iodide. In water, this product showed the highest absorpt... As a reaction SMILES: [I-:1].[CH3:2][N+:3]1[CH:8]=[CH:7][CH:6]=[CH:5][C:4]=1[CH3:9].[CH3:10][O:11][CH:12]([O:23][CH3:24])[CH2:13][O:14][C:15]1[CH:16]=[C:17]([CH:20]=[CH:21][CH:22]=1)[CH:18]=O>CO.N1CCCCC1>[I-:1].[CH3:2][N+:3]1[CH:8]=[CH:7][CH:6]=[CH:5][C:4]=1[CH:9]=[CH:18][C:17]1[CH:20]=[CH:21][CH:22]=[C:15]([O:14][CH2:13][CH:12]([O:23][CH3:24])[O:11][CH3:10])[CH:16]=1 |f:0.1,5.6|. Yield: 85.8%. Reactants: solution, N (NH3), C1(=CC=CC=C1)S(=O)(=O)C=1C(=NN2C1N=C(C=C2Cl)CN(C)C)SC ((3-benzenesulphonyl-7-chloro-2-methylsulphanyl-pyrazolo[1,5-a]pyrimidin-5-ylmethyl)-dimethyl-amine). Procedure details: 20 ml of a 50% solution of NH3 in MeOH were added to a solution of 1.20 g (3 mmol) of (3-benzenesulphonyl-7-chloro-2-methylsulphanyl-pyrazolo[1,5-a]pyrimidin-5-ylmethyl)-dimethyl-amine in 30 ml of DMF and stirred at RT for 4 hrs. The reaction solution was evaporated and the residue was partitioned between 2N NaOH and CH2Cl2. The aqueous phase was extracted three times with CH2Cl2, and the combined organic phases were dried (MgSO4), filtered and evaporated. Subsequent chromatography (silica gel, ... Reaction conditions: time 4 hour. Reaction SMILES: [NH3:1].[C:2]1([S:8]([C:11]2[C:12]([S:25][CH3:26])=[N:13][N:14]3[C:19](Cl)=[CH:18][C:17]([CH2:21][N:22]([CH3:24])[CH3:23])=[N:16][C:15]=23)(=[O:10])=[O:9])[CH:7]=[CH:6][CH:5]=[CH:4][CH:3]=1>CO.CN(C=O)C>[C:2]1([S:8]([C:11]2[C:12]([S:25][CH3:26])=[N:13][N:14]3[C:19]([NH2:1])=[CH:18][C:17]([CH2:21][N:22]([CH3:24])[CH3:23])=[N:16][C:15]=23)(=[O:10])=[O:9])[CH:7]=[CH:6][CH:5]=[CH:4][CH:3]=1. Solvent: CO (MeOH), CN(C)C=O (DMF). Product: C1(=CC=CC=C1)S(=O)(=O)C=1C(=NN2C1N=C(C=C2N)CN(C)C)SC (3-benzenesulphonyl-5-dimethylaminomethyl-2-methylsulphanyl-pyrazolo[1,5-a]pyrimidin-7-ylamine). The yield is 78.0%.